describe an organic reaction: reactants, conditions, products, and yield From a dataset of the Open Reaction Database (ORD), a public repository of structured organic reaction records. The reactants are S(=O)(=O)(O)C=1C=C(C(=O)O)C=CC1 (3-sulphobenzoic acid), OO (hydrogen peroxide). The reagents and catalysts are S(O)(O)(=O)=O (sulphuric acid). Solvent: ClCCl (dichloromethane). Reaction conditions: temperature 42 celsius. The product is magnesium salt, S(=O)(=O)(O)C=1C=C(C(=O)OO)C=CC1 (3-sulphoperoxybenzoic acid). The yield is 64.2%. As a reaction SMILES: [S:1]([C:5]1[CH:6]=[C:7]([CH:11]=[CH:12][CH:13]=1)[C:8]([OH:10])=[O:9])([OH:4])(=[O:3])=[O:2].[OH:14]O>ClCCl.S(=O)(=O)(O)O>[S:1]([C:5]1[CH:6]=[C:7]([CH:11]=[CH:12][CH:13]=1)[C:8]([O:10][OH:14])=[O:9])([OH:4])(=[O:3])=[O:2]. Reported procedure: To a suspension of 3-sulphobenzoic acid (5 g, 2.5×10-2 moles) in dichloromethane (60 ml) containing a trace of sulphuric acid (5×10-5 moles) was slowly added hydrogen peroxide (3 g; 85%). The suspension was boiled under reflux (42° C.) for 1 hour after which it was cooled to room temperature, the dichloromethane was decanted off and the residue treated with saturated aqueous magnesium nitrate (25 ml). The resultant precipitate was filtered off, dried over phosphorous pentoxide under vacuum to yi... The reactants are COC(=O)C(=Cc1sc(C(C)C)nc1C)NC(=O)c1ccc(C(=O)NCc2cccc(O)c2)cc1Cl, CO, [Na+], C1CCOC1, [OH-]. Yields the product Cc1nc(C(C)C)sc1C=C(NC(=O)c1ccc(C(=O)NCc2cccc(O)c2)cc1Cl)C(=O)O. RXN SMILES: [CH3:3][O:4][C:5]([C:6](=[CH:7][c:8]1[c:9]([CH3:16])[n:10][c:11]([CH:13]([CH3:14])[CH3:15])[s:12]1)[NH:17][C:18]([c:19]1[c:20]([Cl:36])[cH:21][c:22]([C:25](=[O:26])[NH:27][CH2:28][c:29]2[cH:30][c:31]([OH:35])[cH:32][cH:33][cH:34]2)[cH:23][cH:24]1)=[O:37])=[O:38].[CH3:44][OH:45].[Na+:2].[O:39]1[CH2:40][CH2:41][CH2:42][CH2:43]1.[OH-:1]>>[O:4]=[C:5]([C:6](=[CH:7][c:8]1[c:9]([CH3:16])[n:10][c:11]([CH:13]([CH3:14])[CH3:15])[s:12]1)[NH:17][C:18]([c:19]1[c:20]([Cl:36])[cH:21][c:22]([C:25](=[O:26])[NH:27][CH2:28][c:29]2[cH:30][c:31]([OH:35])[cH:32][cH:33][cH:34]2)[cH:23][cH:24]1)=[O:37])[OH:38].